This data is from the Open Reaction Database (ORD), a public repository of structured organic reaction records. The task is: describe an organic reaction: reactants, conditions, products, and yield Reactants: [Al+3], O=C1COc2ccccc2CN1Cc1ccccc1, [Cl-], [H-], [H-], [H-], [H-], [Li+], [Na+], C1CCOC1. The product is c1ccc(CN2CCOc3ccccc3C2)cc1. RXN SMILES: [Al+3:21].[CH2:1]([c:2]1[cH:3][cH:4][cH:5][cH:6][cH:7]1)[N:8]1[C:9](=[O:19])[CH2:10][O:11][c:12]2[c:13]([cH:15][cH:16][cH:17][cH:18]2)[CH2:14]1.[Cl-:27].[H-:20].[H-:23].[H-:24].[H-:25].[Li+:22].[Na+:26].[O:28]1[CH2:29][CH2:30][CH2:31][CH2:32]1>>[CH2:1]([c:2]1[cH:3][cH:4][cH:5][cH:6][cH:7]1)[N:8]1[CH2:9][CH2:10][O:11][c:12]2[c:13]([cH:15][cH:16][cH:17][cH:18]2)[CH2:14]1. Reactants: [OH-].[Na+] (Sodium hydroxide), COC(=O)C=1C(=C(C=2N(C1)C(=CN2)CNCC(=O)OC(C)(C)C)Cl)NC2=C(C=C(C=C2)Br)Cl (7-(4-bromo-2-chlorophenylamino)-3-[(tert-butoxycarbonylmethylamino)-methyl]-8-chloroimidazo[1,2-a]pyridine-6-carboxylic acid methyl ester), CO.O (MeOH water), Cl (HCl). Run in O (water). Yields the product BrC1=CC(=C(C=C1)NC1=C(C=2N(C=C1C(=O)O)C(=CN2)CNCC(=O)OC(C)(C)C)Cl)Cl (7-(4-bromo-2-chlorophenylamino)-3-[(tert-butoxycarbonylmethylamino)-methyl]-8-chloroimidazo[1,2-a]pyridine-6-carboxylic acid). Yield: 84.8%. As a reaction SMILES: [OH-].[Na+].C[O:4][C:5]([C:7]1[C:8]([NH:27][C:28]2[CH:33]=[CH:32][C:31]([Br:34])=[CH:30][C:29]=2[Cl:35])=[C:9]([Cl:26])[C:10]2[N:11]([C:13]([CH2:16][NH:17][CH2:18][C:19]([O:21][C:22]([CH3:25])([CH3:24])[CH3:23])=[O:20])=[CH:14][N:15]=2)[CH:12]=1)=[O:6].CO.O.Cl>O>[Br:34][C:31]1[CH:32]=[CH:33][C:28]([NH:27][C:8]2[C:7]([C:5]([OH:6])=[O:4])=[CH:12][N:11]3[C:13]([CH2:16][NH:17][CH2:18][C:19]([O:21][C:22]([CH3:23])([CH3:24])[CH3:25])=[O:20])=[CH:14][N:15]=[C:10]3[C:9]=2[Cl:26])=[C:29]([Cl:35])[CH:30]=1 |f:0.1,3.4|. Procedure details: Sodium hydroxide (1.0 M aqueous solution, 0.16 mL, 0.16 mmol) was added to a solution of 7-(4-bromo-2-chlorophenylamino)-3-[(tert-butoxycarbonylmethylamino)-methyl]-8-chloroimidazo[1,2-a]pyridine-6-carboxylic acid methyl ester (60) (15 mg, 0.026 mmol) in 4:1 MeOH/water (5 mL). When the reaction was complete, the solution was diluted with water, acidified to pH 3 by addition of 1.0 M aqueous HCl, and extracted with ethyl acetate. The organic extracts were dried over NaSO4, filtered, concentrated ... Starting materials: BrC=1C=NC=CC1 (3-bromopyridine), C1(=CCCCC1)B1OC(C(O1)(C)C)(C)C (2-cyclohex-1-en-1-yl-4,4,5,5-tetramethyl-1,3,2-dioxaborolane), C([O-])([O-])=O.[Cs+].[Cs+] (cesium carbonate). The reagents and catalysts are C=1C=CC(=CC1)[P](C=2C=CC=CC2)(C=3C=CC=CC3)[Pd]([P](C=4C=CC=CC4)(C=5C=CC=CC5)C=6C=CC=CC6)([P](C=7C=CC=CC7)(C=8C=CC=CC8)C=9C=CC=CC9)[P](C=1C=CC=CC1)(C=1C=CC=CC1)C=1C=CC=CC1 (tetrakis(triphenylphosphine)palladium). Solvent: O1CCOCC1 (1,4-dioxane), O (water). Product: C1(=CCCCC1)C=1C=NC=CC1 (3-Cyclohex-1-en-1-ylpyridine). Yield: 90.9%. RXN SMILES: Br[C:2]1[CH:3]=[N:4][CH:5]=[CH:6][CH:7]=1.[C:8]1(B2OC(C)(C)C(C)(C)O2)[CH2:13][CH2:12][CH2:11][CH2:10][CH:9]=1.C(=O)([O-])[O-].[Cs+].[Cs+]>O1CCOCC1.O.C1C=CC([P]([Pd]([P](C2C=CC=CC=2)(C2C=CC=CC=2)C2C=CC=CC=2)([P](C2C=CC=CC=2)(C2C=CC=CC=2)C2C=CC=CC=2)[P](C2C=CC=CC=2)(C2C=CC=CC=2)C2C=CC=CC=2)(C2C=CC=CC=2)C2C=CC=CC=2)=CC=1>[C:8]1([C:2]2[CH:3]=[N:4][CH:5]=[CH:6][CH:7]=2)[CH2:13][CH2:12][CH2:11][CH2:10][CH:9]=1 |f:2.3.4,^1:39,41,60,79|. Procedure: A solution of 3-bromopyridine (0.38 g, 2.40 mmol), 2-cyclohex-1-en-1-yl-4,4,5,5-tetramethyl-1,3,2-dioxaborolane (0.50 g, 2.40 mmol), tetrakis(triphenylphosphine)palladium (0) (0.14 g, 0.12 mmol) and cesium carbonate (1.72 g, 5.29 mmol) in 1,4-dioxane (8.0 mL) and water (4.0 mL) was stirred at 90° C. for 4 hours. After allowing to cool, the reaction solution was subjected to extraction with ethyl acetate (50 mL), and the organic layer was dried over anhydrous sodium sulfate. After vacuum concentr... Starting materials: CC(=O)c1ccc(OCC=C(C)C)cc1OCC(=O)O, CCCCCCCc1ccc(C=O)cc1, CCO, [K+], [OH-]. The product is CCCCCCCc1ccc(C=CC(=O)c2ccc(OCC=C(C)C)cc2OCC(=O)O)cc1. As a reaction SMILES: [C:1](=[O:2])([OH:3])[CH2:4][O:5][c:6]1[c:7]([C:18]([CH3:19])=[O:20])[cH:8][cH:9][c:10]([O:12][CH2:13][CH:14]=[C:15]([CH3:16])[CH3:17])[cH:11]1.[CH2:21]([CH2:22][CH2:23][CH2:24][CH2:25][CH2:26][CH3:27])[c:28]1[cH:29][cH:30][c:31]([CH:32]=[O:33])[cH:34][cH:35]1.[CH3:38][CH2:39][OH:40].[K+:37].[OH-:36]>>[C:1](=[O:2])([OH:3])[CH2:4][O:5][c:6]1[c:7]([C:18]([CH:19]=[CH:32][c:31]2[cH:30][cH:29][c:28]([CH2:21][CH2:22][CH2:23][CH2:24][CH2:25][CH2:26][CH3:27])[cH:35][cH:34]2)=[O:20])[cH:8][cH:9][c:10]([O:12][CH2:13][CH:14]=[C:15]([CH3:16])[CH3:17])[cH:11]1.